Dataset: the Open Reaction Database (ORD), a public repository of structured organic reaction records. Task: describe an organic reaction: reactants, conditions, products, and yield RXN SMILES: [C:1]12[CH:7]([C:8]([OH:10])=O)[C:4]([CH2:5][CH2:6]1)=[CH:3][CH:2]=2.[NH2:11][C@H:12]1[CH2:16][CH2:15][N:14]([CH2:17][CH2:18][C:19]2[CH:24]=[CH:23][C:22]([F:25])=[CH:21][CH:20]=2)[CH2:13]1>>[F:25][C:22]1[CH:23]=[CH:24][C:19]([CH2:18][CH2:17][N:14]2[CH2:15][CH2:16][C@H:12]([NH:11][C:8]([CH:7]3[C:4]4[CH2:5][CH2:6][C:1]3=[CH:2][CH:3]=4)=[O:10])[CH2:13]2)=[CH:20][CH:21]=1. Reactants: C12=CC=C(CC1)C2C(=O)O (7-Norbornadienecarboxylic acid), N[C@@H]1CN(CC1)CCC1=CC=C(C=C1)F ((S)-3-amino-1-(2-(4-fluorophenyl)ethyl)pyrrolidine). Reported procedure: 7-Norbornadienecarboxylic acid and (S)-3-amino-1-(2-(4-fluorophenyl)ethyl)pyrrolidine were reacted under the same conditions as in Example 23 to give (S)-N-(1-(2-(4-fluorophenyl)ethyl)pyrrolidin-3-yl)-7-norbornadienecarboxamide. Product: FC1=CC=C(C=C1)CCN1C[C@H](CC1)NC(=O)C1C2=CC=C1CC2 ((S)-N-(1-(2-(4-fluorophenyl)ethyl)pyrrolidin-3-yl)-7-norbornadienecarboxamide). Starting materials: BrC1=C(C(=CC=2C(=CCC(C12)(C)C)C(C)C)/C(=C(\C=C\C(=C\C(=O)OCC)\C)/F)/CC)OCC (ethyl (2E,4E,6E)-7-(4-bromo-3-ethoxy-8-isopropyl-5,5-dimethyl-5,6-dihydro-naphthalen-2-yl)-6-fluoro-3-methyl-nona-2,4,6-trienoate), [OH-].[Na+] (NaOH). Solvent: C(C)O (ethanol). The product is BrC1=C(C(=CC=2C(=CCC(C12)(C)C)C(C)C)/C(=C(\C=C\C(=C\C(=O)O)\C)/F)/CC)OCC ((2E,4E,6E)-7-(4-Bromo-3-ethoxy-8-isopropyl-5,5-dimethyl-5,6-dihydro-naphthalen-2-yl)-6-fluoro-3-methyl-nona-2,4,6-trienoic acid). RXN SMILES: [Br:1][C:2]1[C:11]2[C:10]([CH3:13])([CH3:12])[CH2:9][CH:8]=[C:7]([CH:14]([CH3:16])[CH3:15])[C:6]=2[CH:5]=[C:4](/[C:17](/[CH2:30][CH3:31])=[C:18](/[F:29])\[CH:19]=[CH:20]\[C:21](\[CH3:28])=[CH:22]\[C:23]([O:25]CC)=[O:24])[C:3]=1[O:32][CH2:33][CH3:34].[OH-].[Na+]>C(O)C>[Br:1][C:2]1[C:11]2[C:10]([CH3:12])([CH3:13])[CH2:9][CH:8]=[C:7]([CH:14]([CH3:15])[CH3:16])[C:6]=2[CH:5]=[C:4](/[C:17](/[CH2:30][CH3:31])=[C:18](/[F:29])\[CH:19]=[CH:20]\[C:21](\[CH3:28])=[CH:22]\[C:23]([OH:25])=[O:24])[C:3]=1[O:32][CH2:33][CH3:34] |f:1.2|. Reported procedure: As described in General Procedure J-1, ethyl (2E,4E,6E)-7-(4-bromo-3-ethoxy-8-isopropyl-5,5-dimethyl-5,6-dihydro-naphthalen-2-yl)-6-fluoro-3-methyl-nona-2,4,6-trienoate (Compound A-159, 930 mg, 1.74 mmol) in ethanol was treated with a solution of 1 N NaOH to produce the title compound after purification by recrystallization from acetonitrile. The reactants are [OH-].[Na+] (sodium hydroxide), C1=CC=CC=2NC3=C(NC(C21)=S)C=CC=C3 (5,10-dihydro-11H-dibenzo-[b,e][1,4]diazepine-11-thione), S(O)(O)(=O)=O (sulfuric acid), COC(C(C)N)OC (aminopropionaldehyde dimethyl acetal), aminopropionaldehyde acetal. Solvent: C(CCC)O (n-butanol), C(CCC)O (n-butanol). Yields the product CC=1N=C2N(C3=C(NC4=C2C=CC=C4)C=CC=C3)C1 (2-methyl-9H-dibenzo[b,f]imidazo[1,2-d][1,4]diazepine). The yield is 40.0%. Reaction SMILES: [CH:1]1[C:11]2[C:10](=S)[NH:9][C:8]3[CH:13]=[CH:14][CH:15]=[CH:16][C:7]=3[NH:6][C:5]=2[CH:4]=[CH:3][CH:2]=1.CO[CH:19](OC)[CH:20]([NH2:22])[CH3:21].S(=O)(=O)(O)O.[OH-].[Na+]>C(O)CCC>[CH3:21][C:20]1[N:22]=[C:10]2[C:11]3[CH:1]=[CH:2][CH:3]=[CH:4][C:5]=3[NH:6][C:7]3[CH:16]=[CH:15][CH:14]=[CH:13][C:8]=3[N:9]2[CH:19]=1 |f:3.4|. Procedure details: in a 250-ml., three-neck flask fitted with a condenser, is heated to reflux 6.25 g. of 5,10-dihydro-11H-dibenzo-[b,e][1,4]diazepine-11-thione (30.0 mmol.) and 10.8 g. of aminopropionaldehyde dimethyl acetal (90.0 mmol.) in 60 ml. of n-butanol, during 2 hours. An additional 60 ml. of n-butanol is added and the mixture is refluxed overnight (22 hours). At this point, 60 ml. of n-butanol is distilled from the reaction mixture and refluxing is maintained for an additional 18 hours. On cooling, 2.0 g... Starting materials: COC(=O)c1cc(O)c2cc(C)oc2c1, ClCCl, CC(C)(C)OC(=O)N=NC(=O)OC(C)(C)C, c1ccc(P(c2ccccc2)c2ccccc2)cc1, OCCc1ccsc1. Product: COC(=O)c1cc(OCCc2ccsc2)c2cc(C)oc2c1. As a reaction SMILES: [CH3:1][c:2]1[o:3][c:4]2[c:5]([cH:6]1)[c:7]([OH:15])[cH:8][c:9]([C:11](=[O:12])[O:13][CH3:14])[cH:10]2.[Cl:59][CH2:60][Cl:61].[N:43]([C:44]([O:45][C:46]([CH3:47])([CH3:48])[CH3:49])=[O:50])=[N:51][C:52]([O:53][C:54]([CH3:55])([CH3:56])[CH3:57])=[O:58].[c:24]1([P:25]([c:26]2[cH:27][cH:28][cH:29][cH:30][cH:31]2)[c:32]2[cH:33][cH:34][cH:35][cH:36][cH:37]2)[cH:38][cH:39][cH:40][cH:41][cH:42]1.[s:16]1[cH:17][c:18]([CH2:21][CH2:22][OH:23])[cH:19][cH:20]1>>[CH3:1][c:2]1[o:3][c:4]2[c:5]([cH:6]1)[c:7]([O:15][CH2:22][CH2:21][c:18]1[cH:17][s:16][cH:20][cH:19]1)[cH:8][c:9]([C:11](=[O:12])[O:13][CH3:14])[cH:10]2. The reactants are N[C@H](C(=O)OC)CCSC1=NC=CC=C1 (Methyl 2(S)-amino-4-(pyridin-2-ylsulfanyl)butyrate), [O-]S(=O)(=O)[O-].[Mg+2] (MgSO4), C(#N)[BH3-].[Na+] (sodium cyanoborohydride), FC(C(=O)C1=CC=C(C=C1)F)(F)F (2,2,2,4′-tetrafluoroacetophenone), CCN(C(C)C)C(C)C (DIPEA). The reagents and catalysts are Cl[Ti](Cl)(Cl)Cl (TiCl4). Solvent: C(C)(=O)OCC (ethyl acetate), CO (methanol), C(Cl)Cl (CH2Cl2). Reaction conditions: time 45 minute. Yields the product COC([C@H](CCSC1=NC=CC=C1)NC(C(F)(F)F)C1=CC=C(C=C1)F)=O (4-(pyridin-2-ylsulfanyl)-2(S)-[2,2,2-trifluoro-1-(4-fluorophenyl)ethylamino]-butyric acid methyl ester). Reaction SMILES: [NH2:1][C@@H:2]([CH2:7][CH2:8][S:9][C:10]1[CH:15]=[CH:14][CH:13]=[CH:12][N:11]=1)[C:3]([O:5][CH3:6])=[O:4].[F:16][C:17]([F:28])([F:27])[C:18]([C:20]1[CH:25]=[CH:24][C:23]([F:26])=[CH:22][CH:21]=1)=O.CCN(C(C)C)C(C)C.C([BH3-])#N.[Na+].[O-]S([O-])(=O)=O.[Mg+2]>C(Cl)Cl.CO.C(OCC)(=O)C.Cl[Ti](Cl)(Cl)Cl>[CH3:6][O:5][C:3](=[O:4])[C@@H:2]([NH:1][CH:18]([C:20]1[CH:25]=[CH:24][C:23]([F:26])=[CH:22][CH:21]=1)[C:17]([F:16])([F:28])[F:27])[CH2:7][CH2:8][S:9][C:10]1[CH:15]=[CH:14][CH:13]=[CH:12][N:11]=1 |f:3.4,5.6|. Procedure details: Methyl 2(S)-amino-4-(pyridin-2-ylsulfanyl)butyrate (0.610 g, 2.33 mmol), 2,2,2,4′-tetrafluoroacetophenone (0.393 g, 2.05 mmol), and DIPEA (1.24 g, 9.63 mmol) were combined in CH2Cl2 (10 mL). TiCl4 (1.90 mmol in CH2Cl2) was added dropwise over a 5 min period. The resulting dark solution was stirred for 3 h at which time sodium cyanoborohydride (6.35 mmol) in methanol (5 mL) was added in one portion, and the brown solution stirred for an additional 45 min. The reaction mixture was diluted with eth...